From a dataset of the Open Reaction Database (ORD), a public repository of structured organic reaction records. describe an organic reaction: reactants, conditions, products, and yield The reactants are C1(=CC=CC=C1)COC(=O)N1[C@H](C(=O)OC)C[C@@H](C1)N1CCCCC1 ([4S]-1-[(phenylmethoxy)carbonyl]-4-(1-piperidinyl)-L-proline, methyl ester), [H][H] (hydrogen). The reagents and catalysts are [Pd] (palladium on charcoal). The solvent is CO (methanol), O (water). The product is N1(CCCCC1)[C@H]1C[C@H](NC1)C(=O)OC ([4S]-4-(1-Piperidinyl)-L-proline, methyl ester). RXN SMILES: C1(COC([N:11]2[CH2:19][C@@H:18]([N:20]3[CH2:25][CH2:24][CH2:23][CH2:22][CH2:21]3)[CH2:17][C@H:12]2[C:13]([O:15][CH3:16])=[O:14])=O)C=CC=CC=1.[H][H]>CO.[Pd].O>[N:20]1([C@@H:18]2[CH2:19][NH:11][C@H:12]([C:13]([O:15][CH3:16])=[O:14])[CH2:17]2)[CH2:21][CH2:22][CH2:23][CH2:24][CH2:25]1. Procedure: A solution of 10.0 g of [4S]-1-[(phenylmethoxy)carbonyl]-4-(1-piperidinyl)-L-proline, methyl ester in 100 ml of methanol is treated with a suspension of 2 g of 5% palladium on charcoal in 10 ml of water and placed under 3 atmospheres of hydrogen. After an equivalent quantity of hydrogen is consumed, the suspension is filtered and the solvent evaporated to give the title compound. Starting materials: Cc1cc(N2CCN(C(=O)OC(C)(C)C)CC2)c2oc(C#N)c(Cc3ccccc3)c2c1, CCO, O. Product: Cc1cc(N2CCN(C(=O)OC(C)(C)C)CC2)c2oc(C(N)=O)c(Cc3ccccc3)c2c1. As a reaction SMILES: [C:1]([CH3:2])([CH3:3])([CH3:4])[O:5][C:6](=[O:7])[N:8]1[CH2:9][CH2:10][N:11]([c:14]2[cH:15][c:16]([CH3:32])[cH:17][c:18]3[c:19]([CH2:25][c:26]4[cH:27][cH:28][cH:29][cH:30][cH:31]4)[c:20]([C:23]#[N:24])[o:21][c:22]23)[CH2:12][CH2:13]1.[CH3:33][CH2:34][OH:35].[OH2:36]>>[C:1]([CH3:2])([CH3:3])([CH3:4])[O:5][C:6](=[O:7])[N:8]1[CH2:9][CH2:10][N:11]([c:14]2[cH:15][c:16]([CH3:32])[cH:17][c:18]3[c:19]([CH2:25][c:26]4[cH:27][cH:28][cH:29][cH:30][cH:31]4)[c:20]([C:23]([NH2:24])=[O:35])[o:21][c:22]23)[CH2:12][CH2:13]1.